The task is: describe an organic reaction: reactants, conditions, products, and yield. This data is from the Open Reaction Database (ORD), a public repository of structured organic reaction records. Reactants: ClC1=C(C(=NC=C1)N1C(C=2SC=3CC(CC3C2CC1)(C)C)=O)C=O (4-Chloro-2-{4,4-dimethyl-9-oxo-7-thia-10-azatricyclo[6.4.0.02,6]dodeca-1(8),2(6)-dien-10-yl}pyridine-3-carbaldehyde), COCCN1CC=2N(CC1)N=C(C2)NC=2C(N(C=C(C2)B2OC(C(O2)(C)C)(C)C)C)=O (3-(5-(2-Methoxyethyl)-4,5,6,7-tetrahydropyrazolo[1,5-a]pyrazin-2-ylamino)-1-methyl-5-(4,4,5,5-tetramethyl-1,3,2-dioxaborolan-2-yl)pyridin-2(1H)-one). The product is CC1(CC=2C=3CCN(C(C3SC2C1)=O)C1=NC=CC(=C1C=O)C1=CN(C(C(=C1)NC1=NN2C(CN(CC2)CCOC)=C1)=O)C)C (2-{4,4-Dimethyl-9-oxo-7-thia-10-azatricyclo[6.4.0.02,6]dodeca-1(8),2(6)-dien-10-yl}-4-(5-{[5-(2-methoxyethyl)-4H,5H,6H,7H-pyrazolo[1,5-a]pyrazin-2-yl]amino}-1-methyl-6-oxo-1,6-dihydropyridin-3-yl)pyridine-3-carbaldehyde), solid. Yield: 57.0%. As a reaction SMILES: Cl[C:2]1[CH:7]=[CH:6][N:5]=[C:4]([N:8]2[CH2:19][CH2:18][C:17]3[C:16]4[CH2:15][C:14]([CH3:21])([CH3:20])[CH2:13][C:12]=4[S:11][C:10]=3[C:9]2=[O:22])[C:3]=1[CH:23]=[O:24].[CH3:25][O:26][CH2:27][CH2:28][N:29]1[CH2:34][CH2:33][N:32]2[N:35]=[C:36]([NH:38][C:39]3[C:40](=[O:55])[N:41]([CH3:54])[CH:42]=[C:43](B4OC(C)(C)C(C)(C)O4)[CH:44]=3)[CH:37]=[C:31]2[CH2:30]1>>[CH3:20][C:14]1([CH3:21])[CH2:13][C:12]2[S:11][C:10]3[C:9](=[O:22])[N:8]([C:4]4[C:3]([CH:23]=[O:24])=[C:2]([C:43]5[CH:44]=[C:39]([NH:38][C:36]6[CH:37]=[C:31]7[CH2:30][N:29]([CH2:28][CH2:27][O:26][CH3:25])[CH2:34][CH2:33][N:32]7[N:35]=6)[C:40](=[O:55])[N:41]([CH3:54])[CH:42]=5)[CH:7]=[CH:6][N:5]=4)[CH2:19][CH2:18][C:17]=3[C:16]=2[CH2:15]1. Reported procedure: Following the procedure in Example 304, and starting with 4-chloro-2-{4,4-dimethyl-9-oxo-7-thia-10-azatricyclo[6.4.0.02,6]dodeca-1(8),2(6)-dien-10-yl}pyridine-3-carbaldehyde 109a (250 mg, 0.693 mmol) and 3-(5-(2-methoxyethyl)-4,5,6,7-tetrahydropyrazolo[1,5-a]pyrazin-2-ylamino)-1-methyl-5-(4,4,5,5-tetramethyl-1,3,2-dioxaborolan-2-yl)pyridin-2(1H)-one 304d (595 mg, 0.1.386 mmol), 308a was obtained as a yellow solid (250 mg, 57%). MS-ESI: [M+H]+ 628.3 The reactants are BrC=1C=C(C=CC1)C(CO)(C)NC(CCl)=O ((RS)-N-[1-(3-bromo-phenyl)-2-hydroxy-1-methyl-ethyl]-2-chloro-acetamide), [K] (potassium), CCSC(=O)N(CC(C)C)CC(C)C (butylate), CO (methanol). Run in CC(C)(CC)O (2-methyl-2-butanol). Reaction conditions: time 1 hour. Product: BrC=1C=C(C=CC1)C1(COCC(N1)=O)C ((RS)-5-(3-bromo-phenyl)-5-methyl-morpholin-3-one). Isolated yield 91.0%. Reaction SMILES: [Br:1][C:2]1[CH:3]=[C:4]([C:8]([NH:12][C:13](=[O:16])[CH2:14]Cl)([CH3:11])[CH2:9][OH:10])[CH:5]=[CH:6][CH:7]=1.[K].CCSC(N(CC(C)C)CC(C)C)=O.CO>CC(O)(CC)C>[Br:1][C:2]1[CH:3]=[C:4]([C:8]2([CH3:11])[NH:12][C:13](=[O:16])[CH2:14][O:10][CH2:9]2)[CH:5]=[CH:6][CH:7]=1 |^1:16|. Procedure details: A solution of (RS)-N-[1-(3-bromo-phenyl)-2-hydroxy-1-methyl-ethyl]-2-chloro-acetamide (5.36 g, 17 mmol) in 2-methyl-2-butanol (100 ml) was treated in one portion with potassium tent-butylate (6.66 g, 58 mmol). Initially, the temperature rose to 30° C.; the reaction mixture was left to cool to room temperature and stirring was continued for one hour. For the workup, the reaction mixture was treated with methanol (50 ml), then evaporated at reduced pressure. The residue was purified by chromatogra... Reactants: NC1=C(C=C(C=C1)CC(=O)OC)Cl (methyl 4-amino-3-chlorophenylacetate), BrC1=C(C=CC=C1)N=C=O (2-bromophenyl isocyanate), BrC1=C(C=CC=C1)N=C=O (2-bromophenyl isocyanate). Run in C1CCOC1 (THF). Reaction conditions: time 1 day. Yields the product BrC1=C(C=CC=C1)NC(NC1=C(C=C(C=C1)CC(=O)OC)Cl)=O (methyl 4-[N′-(2-bromophenyl)ureido]-3-chlorophenylacetate). Isolated yield 67.3%. As a reaction SMILES: [NH2:1][C:2]1[CH:7]=[CH:6][C:5]([CH2:8][C:9]([O:11][CH3:12])=[O:10])=[CH:4][C:3]=1[Cl:13].[Br:14][C:15]1[CH:20]=[CH:19][CH:18]=[CH:17][C:16]=1[N:21]=[C:22]=[O:23]>C1COCC1>[Br:14][C:15]1[CH:20]=[CH:19][CH:18]=[CH:17][C:16]=1[NH:21][C:22](=[O:23])[NH:1][C:2]1[CH:7]=[CH:6][C:5]([CH2:8][C:9]([O:11][CH3:12])=[O:10])=[CH:4][C:3]=1[Cl:13]. Procedure details: To a mixture of methyl 4-amino-3-chlorophenylacetate (1.00 g, 5.01 mmol) and 2-bromophenyl isocyanate (0.62 ml, 5.01 mmol) in THF (20 ml) was added Et3 N (0.14 ml, 1.00 mmol) at room temperature. After 1 day stirring, 2-bromophenyl isocyanate (0.60 ml, 5.01 mmol) was added to the reaction mixture and stirred 24 h. The reaction mixture was concentrated in vacuo. The residue was triturated by the addition of n-hexane to give methyl 4-[N′-(2-bromophenyl)ureido]-3-chlorophenylacetate (1.34 g, 67%) a... Reactants: CN(C)C=O, O=[N+]([O-])c1cc(Cl)ccc1CCl, [H-], [I-], [Na+], [Na+], COC(=O)C(CO)NS(=O)(=O)c1ccc(OC)cc1. The product is COC(=O)C(CO)N(Cc1ccc(Cl)cc1[N+](=O)[O-])S(=O)(=O)c1ccc(OC)cc1. As a reaction SMILES: [CH3:36][N:37]([CH3:38])[CH:39]=[O:40].[Cl:24][c:25]1[cH:26][c:27]([N+:33](=[O:34])[O-:35])[c:28]([CH2:29][Cl:30])[cH:31][cH:32]1.[H-:21].[I-:23].[Na+:20].[Na+:22].[OH:1][CH2:2][CH:3]([C:4](=[O:5])[O:6][CH3:7])[NH:8][S:9](=[O:10])(=[O:11])[c:12]1[cH:13][cH:14][c:15]([O:18][CH3:19])[cH:16][cH:17]1>>[OH:1][CH2:2][CH:3]([C:4](=[O:5])[O:6][CH3:7])[N:8]([S:9](=[O:10])(=[O:11])[c:12]1[cH:13][cH:14][c:15]([O:18][CH3:19])[cH:16][cH:17]1)[CH2:29][c:28]1[c:27]([N+:33](=[O:34])[O-:35])[cH:26][c:25]([Cl:24])[cH:32][cH:31]1. Reactants: ClCCl, CN(CCO)C(=O)OC(C)(C)C, COc1cc2c(Nc3ccc(Cl)cc3F)ncnc2cc1O, CCOC(=O)N=NC(=O)OCC, c1ccc(P(c2ccccc2)c2ccccc2)cc1. The product is COc1cc2c(Nc3ccc(Cl)cc3F)ncnc2cc1OCCN(C)C(=O)OC(C)(C)C. As a reaction SMILES: [CH2:66]([Cl:67])[Cl:68].[CH3:1][N:2]([C:3](=[O:4])[O:5][C:6]([CH3:7])([CH3:8])[CH3:9])[CH2:10][CH2:11][OH:12].[Cl:13][c:14]1[cH:15][c:16]([F:34])[c:17]([NH:18][c:19]2[n:20][cH:21][n:22][c:23]3[cH:24][c:25]([OH:31])[c:26]([O:29][CH3:30])[cH:27][c:28]23)[cH:32][cH:33]1.[O:54]=[C:55]([O:56][CH2:57][CH3:58])[N:59]=[N:60][C:61]([O:62][CH2:63][CH3:64])=[O:65].[c:35]1([P:36]([c:37]2[cH:38][cH:39][cH:40][cH:41][cH:42]2)[c:43]2[cH:44][cH:45][cH:46][cH:47][cH:48]2)[cH:49][cH:50][cH:51][cH:52][cH:53]1>>[CH3:1][N:2]([C:3](=[O:4])[O:5][C:6]([CH3:7])([CH3:8])[CH3:9])[CH2:10][CH2:11][O:12][c:25]1[cH:24][c:23]2[n:22][cH:21][n:20][c:19]([NH:18][c:17]3[c:16]([F:34])[cH:15][c:14]([Cl:13])[cH:33][cH:32]3)[c:28]2[cH:27][c:26]1[O:29][CH3:30]. Reactants: NC1=NC=C(C(=C1N)N[C@H]1[C@H]([C@@H]2C=C[C@H]1C2)C(=O)N)Cl ((1S,2S,3R,4R)-3-(2,3-Diamino-5-chloro-pyridin-4-ylamino)-bicyclo[2.2.1]hept-5-ene-2-carboxylic acid amide), N1=CC(=CC=C1)C=O (3-Pyridinecarboxaldehyde), C(C)(=O)[O-].[NH4+] (Ammonium acetate). Yields the product ClC=1C(=C2C(=NC1)NC(=N2)C=2C=NC=CC2)N[C@H]2[C@H]([C@@H]1C=C[C@H]2C1)C(=O)N ((1S,2S,3R,4R)-3-(6-Chloro-2-pyridin-3-yl-3H-imidazo[4,5-b]pyridin-7-ylamino)-bicyclo[2.2.1]hept-5-ene-2-carboxylic acid amide). Isolated yield 5.6%. RXN SMILES: [NH2:1][C:2]1[C:7]([NH2:8])=[C:6]([NH:9][C@@H:10]2[C@@H:15]3[CH2:16][C@@H:12]([CH:13]=[CH:14]3)[C@@H:11]2[C:17]([NH2:19])=[O:18])[C:5]([Cl:20])=[CH:4][N:3]=1.[N:21]1[CH:26]=[CH:25][CH:24]=[C:23]([CH:27]=O)[CH:22]=1.C([O-])(=O)C.[NH4+]>>[Cl:20][C:5]1[C:6]([NH:9][C@@H:10]2[C@@H:15]3[CH2:16][C@@H:12]([CH:13]=[CH:14]3)[C@@H:11]2[C:17]([NH2:19])=[O:18])=[C:7]2[N:8]=[C:27]([C:23]3[CH:22]=[N:21][CH:26]=[CH:25][CH:24]=3)[NH:1][C:2]2=[N:3][CH:4]=1 |f:2.3|. Procedure details: In a similar fashion to Compound LXXXVII, (1S,2S,3R,4R)-3-(2,3-Diamino-5-chloro-pyridin-4-ylamino)-bicyclo[2.2.1]hept-5-ene-2-carboxylic acid amide (75 mg, 0.26 mmol), 3-Pyridinecarboxaldehyde (26.4 uL, 0.281 mmol), and Ammonium acetate (39.4 mg, 0.511 mmol) were reacted to produce 5.5 mg (6%) of the title compound. (300 MHz, DMSO-d6) 13.50 (s, 1H), 9.31 (s, 1H), 8.66 (d, J=5 Hz, 1H), 8.45 (d, J=8 Hz, 1H), 7.99 (s, 1H), 7.78 (s, 1H), 7.59 (q, J=13 Hz, 6 Hz, 1H), 7.29 (d, J=8 Hz, 1H), 7.24 (s, 1H... Reactants: [BH4-], CO, Cc1noc(C)c1C=O, Cl, NCc1csc(NC(=O)NCc2cccc(F)c2)n1, [Na+]. Product: Cc1noc(C)c1CNCc1csc(NC(=O)NCc2cccc(F)c2)n1. Reaction SMILES: [BH4-:1].[CH3:32][OH:33].[CH3:3][c:4]1[n:5][o:6][c:7]([CH3:11])[c:8]1[CH:9]=[O:10].[ClH:12].[NH2:13][CH2:14][c:15]1[n:16][c:17]([NH:20][C:21](=[O:22])[NH:23][CH2:24][c:25]2[cH:26][c:27]([F:31])[cH:28][cH:29][cH:30]2)[s:18][cH:19]1.[Na+:2]>>[CH3:3][c:4]1[n:5][o:6][c:7]([CH3:11])[c:8]1[CH2:9][NH:13][CH2:14][c:15]1[n:16][c:17]([NH:20][C:21](=[O:22])[NH:23][CH2:24][c:25]2[cH:26][c:27]([F:31])[cH:28][cH:29][cH:30]2)[s:18][cH:19]1. Starting materials: FC=1C=C2C(=CN(C2=CC1)C)C(C)=O (1-(5-fluoro-1-methyl-1H-indol-3-yl)-1-ethanone), C=O (paraformaldehyde), Cl.CNC (dimethylamine hydrochloride). Run in C(C)O (ethanol). Yields the product Cl.CN(CCC(=O)C1=CN(C2=CC=C(C=C12)F)C)C (3-(Dimethylamino)-1-(5-fluoro-1-methyl-1H-indol-3-yl)-1-propanone hydrochloride). The yield is 41.0%. Reaction SMILES: [F:1][C:2]1[CH:3]=[C:4]2[C:8](=[CH:9][CH:10]=1)[N:7]([CH3:11])[CH:6]=[C:5]2[C:12](=[O:14])[CH3:13].[CH2:15]=O.[ClH:17].[CH3:18][NH:19][CH3:20]>C(O)C>[ClH:17].[CH3:18][N:19]([CH3:15])[CH2:20][CH2:13][C:12]([C:5]1[C:4]2[C:8](=[CH:9][CH:10]=[C:2]([F:1])[CH:3]=2)[N:7]([CH3:11])[CH:6]=1)=[O:14] |f:2.3,5.6|. Procedure: A solution of 1-(5-fluoro-1-methyl-1H-indol-3-yl)-1-ethanone (0.9 g) in ethanol (60 ml) containing paraformaldehyde (0.45 g) and dimethylamine hydrochloride (1.2 g) was heated at reflux for 18 h, cooled, and the solvent was evaporated in vacuo. The residue was partitioned between sodium carbonate (2N; 100 ml) and ethyl acetate (2×100 ml). The combined organic extracts were dried and evaporated in vacuo to give an oil, which was purified by FCC eluting with System A to give the free base of the t... Starting materials: CCOC(=O)COc1c(C)cc2cccnc2c1N1CCCN(Cc2ccn(-c3ccccc3)n2)CC1, C1CCOC1, Cl, [Na+], [OH-]. The product is Cc1cc2cccnc2c(N2CCCN(Cc3ccn(-c4ccccc4)n3)CC2)c1OCC(=O)O. RXN SMILES: [CH2:1]([CH3:2])[O:3][C:4]([CH2:5][O:6][c:7]1[c:8]([CH3:36])[cH:9][c:10]2[cH:11][cH:12][cH:13][n:14][c:15]2[c:16]1[N:17]1[CH2:18][CH2:19][N:20]([CH2:24][c:25]2[n:26][n:27](-[c:30]3[cH:31][cH:32][cH:33][cH:34][cH:35]3)[cH:28][cH:29]2)[CH2:21][CH2:22][CH2:23]1)=[O:37].[CH2:41]1[O:42][CH2:43][CH2:44][CH2:45]1.[ClH:40].[Na+:39].[OH-:38]>>[O:3]=[C:4]([CH2:5][O:6][c:7]1[c:8]([CH3:36])[cH:9][c:10]2[cH:11][cH:12][cH:13][n:14][c:15]2[c:16]1[N:17]1[CH2:18][CH2:19][N:20]([CH2:24][c:25]2[n:26][n:27](-[c:30]3[cH:31][cH:32][cH:33][cH:34][cH:35]3)[cH:28][cH:29]2)[CH2:21][CH2:22][CH2:23]1)[OH:37]. Starting materials: ClC1=C(C=CC(=C1)Cl)C1=CC2=C(N(C3=CC=C(C=C23)C2=NN(C(=C2)CO)C)C)N(C1=O)C (3-(2,4-Dichlorophenyl)-6-(5-hydroxymethyl-1-methyl-1H-pyrazol-3-yl)-1,9-dimethyl-1,9-dihydropyrido[2,3-b]indol-2-one), ClC1=C(C=CC(=C1)Cl)C1=CC2=C(N(C3=CC=C(C=C23)C2=NN(C(=C2)CO)C)C)N(C1=O)C (3-(2,4-dichlorophenyl)-6-(5-hydroxymethyl-1-methyl-1H-pyrazol-3-yl)-1,9-dimethyl-1,9-dihydropyrido[2,3-b]indol-2-one), C(C)OCCCl (2-chloroethyl ethyl ether). Yields the product ClC1=C(C=CC(=C1)Cl)C1=CC2=C(N(C3=CC=C(C=C23)C2=NN(C(=C2)COCCOCC)C)C)N(C1=O)C (3-(2,4-Dichlorophenyl)-6-[5-(2-ethoxyethoxymethyl)-1-methyl-1H-pyrazol-3-yl]-1,9-dimethyl-1,9-dihydropyrido[2,3-b]indol-2-one). Reaction SMILES: [Cl:1][C:2]1[CH:7]=[C:6]([Cl:8])[CH:5]=[CH:4][C:3]=1[C:9]1[C:30](=[O:31])[N:29]([CH3:32])[C:12]2[N:13]([CH3:28])[C:14]3[C:19]([C:11]=2[CH:10]=1)=[CH:18][C:17]([C:20]1[CH:24]=[C:23]([CH2:25][OH:26])[N:22]([CH3:27])[N:21]=1)=[CH:16][CH:15]=3.[CH2:33]([O:35][CH2:36][CH2:37]Cl)[CH3:34]>>[Cl:1][C:2]1[CH:7]=[C:6]([Cl:8])[CH:5]=[CH:4][C:3]=1[C:9]1[C:30](=[O:31])[N:29]([CH3:32])[C:12]2[N:13]([CH3:28])[C:14]3[C:19]([C:11]=2[CH:10]=1)=[CH:18][C:17]([C:20]1[CH:24]=[C:23]([CH2:25][O:26][CH2:34][CH2:33][O:35][CH2:36][CH3:37])[N:22]([CH3:27])[N:21]=1)=[CH:16][CH:15]=3. Procedure: The process is carried out as in Example 101 above, with the compound from Example 82, 3-(2,4-dichlorophenyl)-6-(5-hydroxymethyl-1-methyl-1H-pyrazol-3-yl)-1,9-dimethyl-1,9-dihydropyrido[2,3-b]indol-2-one and 2-chloroethyl ethyl ether